The task is: describe an organic reaction: reactants, conditions, products, and yield. This data is from the Open Reaction Database (ORD), a public repository of structured organic reaction records. The reactants are [H-].[Na+] (sodium hydride), C(C)(C)C(C(=O)OCC)C(=O)C (ethyl 2-isopropylacetoacetate), C(C)(C)C(C(=O)OCC)C(=O)C (ethyl 2-isopropylacetoacetate), C(C#C)Br (propargyl bromide), [H][H] (Hydrogen), rust. Reagents/catalysts: C(C)O (ethanol). Conditions: temperature 75 celsius, time 8 hour. Product: C(C#C)C(C(=O)OCC)(C(=O)C)C(C)C (ethyl 2-propargyl-2-isopropylacetoacetate). Isolated yield 64.0%. Reaction SMILES: [H-].[Na+].[CH:3]([CH:6]([C:12]([CH3:14])=[O:13])[C:7]([O:9][CH2:10][CH3:11])=[O:8])([CH3:5])[CH3:4].[H][H].[CH2:17](Br)[C:18]#[CH:19]>C(O)C>[CH2:19]([C:6]([CH:3]([CH3:5])[CH3:4])([C:12]([CH3:14])=[O:13])[C:7]([O:9][CH2:10][CH3:11])=[O:8])[C:18]#[CH:17] |f:0.1|. Reported procedure: A 1 liter flask was equipped with a mechanical stirrer, addition funnel, reflux condenser and nitrogen inlet. The flask was dried with external heat and then charged with 12.00 grams (0.25 mol) of 50% sodium hydride dispersed in mineral oil. The mineral oil was removed by two 50 milliliter washings with toluene and then 200 milliliters of toluene was added to the flask. 43.06 grams (0.25 mol) of ethyl 2-isopropylacetoacetate was added dropwise to the flask along with three drops of dry ethanol. ... Starting materials: OC1=C2C(=NC=C1C(=O)OCC)CN(C2)C(=O)OC (ethyl 4-hydroxy-5,7-dihydro-6-methoxycarbonylpyrrolo[3,4-b]pyridine-3-carboxylate), P(=O)(Cl)(Cl)Cl (phosphorous oxychloride). The product is ClC1=C2C(=NC=C1C(=O)OCC)CN(C2)C(=O)OC (ethyl 4-chloro-5,7-dihydro-6-methoxycarbonylpyrrolo[3,4-b]pyridine-3-carboxylate). As a reaction SMILES: O[C:2]1[C:7]([C:8]([O:10][CH2:11][CH3:12])=[O:9])=[CH:6][N:5]=[C:4]2[CH2:13][N:14]([C:16]([O:18][CH3:19])=[O:17])[CH2:15][C:3]=12.P(Cl)(Cl)([Cl:22])=O>>[Cl:22][C:2]1[C:7]([C:8]([O:10][CH2:11][CH3:12])=[O:9])=[CH:6][N:5]=[C:4]2[CH2:13][N:14]([C:16]([O:18][CH3:19])=[O:17])[CH2:15][C:3]=12. Procedure: A mixture of 8.44 g of ethyl 4-hydroxy-5,7-dihydro-6-methoxycarbonylpyrrolo[3,4-b]pyridine-3-carboxylate and 50 ml of phosphorous oxychloride is refluxed for four hours, cooled to room temperature, and evaporated to dryness. The residue is taken up in methylene chloride, cooled by the addition of ice and basified with 10N sodium hydroxide. The layers are separated, and the aqueous phase is re-extracted with methylene chloride. The combined organic extract is dried, filtered, and evaporated to dr... Starting materials: N1=C(C=CC=C1)N1CCNCC1 (1-pyridin-2-ylpiperazine), FC1=CC=C(C=C1)NC(CCl)=O (N-(4-fluorophenyl)-2-chloroacetamide), C([O-])([O-])=O.[Na+].[Na+] (sodium carbonate). Run in CN(C=O)C.O (N,N-dimethylformamide water). Reaction conditions: time 18 hour. Product: FC1=CC=C(C=C1)NC(CN1CCN(CC1)C1=NC=CC=C1)=O (N-(4-fluorophenyl)-2-[4-(2-pyridinyl)-1-piperazinyl]acetamide). The yield is 95.4%. Reaction SMILES: [N:1]1[CH:6]=[CH:5][CH:4]=[CH:3][C:2]=1[N:7]1[CH2:12][CH2:11][NH:10][CH2:9][CH2:8]1.[F:13][C:14]1[CH:19]=[CH:18][C:17]([NH:20][C:21](=[O:24])[CH2:22]Cl)=[CH:16][CH:15]=1.C(=O)([O-])[O-].[Na+].[Na+]>CN(C)C=O.O>[F:13][C:14]1[CH:15]=[CH:16][C:17]([NH:20][C:21](=[O:24])[CH2:22][N:10]2[CH2:9][CH2:8][N:7]([C:2]3[CH:3]=[CH:4][CH:5]=[CH:6][N:1]=3)[CH2:12][CH2:11]2)=[CH:18][CH:19]=1 |f:2.3.4,5.6|. Procedure details: A mixture of 1-pyridin-2-ylpiperazine (24 mg, 0.15 mmol, Aldrich), N-(4-fluorophenyl)-2-chloroacetamide (38 mg, 0.20 mmol, Maybridge) and sodium carbonate (50 mg) in N,N-dimethylformamide/water (2:1, 2 mL) was shaken at room temperature for 18 hours. The resulting mixture was decanted, concentrated under reduced pressure and the residue purified by preparative HPLC to provide 45 mg (95%) of the desired product. 1H NMR (500 MHz, DMSO-d6) δ 2.60 (m, 4H), 3.18 (s, 2H), 3.58 (m, 4H), 6.63 (m, 1H), 6... Starting materials: O (water), FC(C(=O)Cl)CF (2,3-difluoropropanoyl chloride), FC(CO)(C(C(F)(F)F)F)F (2,2,3,4,4,4-hexafluoro-1-butanol), N1=CC=CC=C1 (pyridine). Solvent: ClC(Cl)(Cl)Cl (tetrachloromethane). Run at time 1 hour. The product is FC(C(=O)OCC(C(C(F)(F)F)F)(F)F)CF (2,2,3,4,4,4-hexafluorobutyl 2,3-difluoropropionate). The yield is 75.7%. As a reaction SMILES: [F:1][CH:2]([CH2:6][F:7])[C:3](Cl)=[O:4].[F:8][C:9]([F:18])([CH:12]([F:17])[C:13]([F:16])([F:15])[F:14])[CH2:10][OH:11].N1C=CC=CC=1.O>ClC(Cl)(Cl)Cl>[F:1][CH:2]([CH2:6][F:7])[C:3]([O:11][CH2:10][C:9]([F:8])([F:18])[CH:12]([F:17])[C:13]([F:15])([F:16])[F:14])=[O:4]. Reported procedure: 34.6 g (0.27 mole) of 2,3-difluoropropanoyl chloride were added dropwise to a solution of 50 g (0.27 mole) of 2,2,3,4,4,4-hexafluoro-1-butanol and 21.6 g (0.27 mole) of pyridine in 200 ml of dry tetrachloromethane. Stirring was continued for a further 1 hour and then the mixture was poured into water, extracted, dried and distilled. In this manner, 56 g of 2,2,3,4,4,4-hexafluorobutyl 2,3-difluoropropionate were obtained having a melting point of 84° to 86° C. at 20 mbar. The purity of the produc... Starting materials: FC(CI)CCc1cccc(Br)c1, C1CCC2=NCCCN2CC1, CCOC(C)=O, ClCCl. The product is C=C(F)CCc1cccc(Br)c1. Reaction SMILES: [Br:1][c:2]1[cH:3][c:4]([CH2:8][CH2:9][CH:10]([CH2:11][I:12])[F:13])[cH:5][cH:6][cH:7]1.[CH2:14]1[CH2:15][CH2:16][C:17]2=[N:22][CH2:21][CH2:20][CH2:19][N:18]2[CH2:23][CH2:24]1.[CH3:25][CH2:26][O:27][C:28]([CH3:29])=[O:30].[Cl:31][CH2:32][Cl:33]>>[Br:1][c:2]1[cH:3][c:4]([CH2:8][CH2:9][C:10](=[CH2:11])[F:13])[cH:5][cH:6][cH:7]1.